From a dataset of the Open Reaction Database (ORD), a public repository of structured organic reaction records. describe an organic reaction: reactants, conditions, products, and yield Reactants: [Al+3], C1CCOC1, COc1cccc2c(C#N)cccc12, [H-], [H-], [H-], [H-], [Li+], [Na+], [OH-], O. The product is COc1cccc2c(CN)cccc12. RXN SMILES: [Al+3:2].[CH2:24]1[O:25][CH2:26][CH2:27][CH2:28]1.[CH3:7][O:8][c:9]1[c:10]2[cH:11][cH:12][cH:13][c:14]([C:19]#[N:20])[c:15]2[cH:16][cH:17][cH:18]1.[H-:1].[H-:4].[H-:5].[H-:6].[Li+:3].[Na+:23].[OH-:22].[OH2:21]>>[CH3:7][O:8][c:9]1[c:10]2[cH:11][cH:12][cH:13][c:14]([CH2:19][NH2:20])[c:15]2[cH:16][cH:17][cH:18]1. Starting materials: CN(C)C=O (DMF), C([O-])([O-])=O.[K+].[K+] (potassium carbonate), C(C)(C)(C)OC(=O)NCCCCCC(=O)O (6-(tert-butoxycarbonylamino)hexanoic acid), C([O-])([O-])=O.[K+].[K+] (potassium carbonate), BrCC1=CC=CC=C1 ((bromomethyl)benzene). Run in C(C)(=O)OCC (ethyl acetate), CC(=O)C (acetone), CC(=O)C (acetone). Run at time 1 hour. Yields the product C(C)(C)(C)OC(=O)NCCCCCC(=O)OCC1=CC=CC=C1 (benzyl 6-(tert-butoxycarbonylamino)hexanoate). Reaction SMILES: [C:1]([O:5][C:6]([NH:8][CH2:9][CH2:10][CH2:11][CH2:12][CH2:13][C:14]([OH:16])=[O:15])=[O:7])([CH3:4])([CH3:3])[CH3:2].C(=O)([O-])[O-].[K+].[K+].Br[CH2:24][C:25]1[CH:30]=[CH:29][CH:28]=[CH:27][CH:26]=1.CN(C=O)C>CC(C)=O.C(OCC)(=O)C>[C:1]([O:5][C:6]([NH:8][CH2:9][CH2:10][CH2:11][CH2:12][CH2:13][C:14]([O:16][CH2:24][C:25]1[CH:30]=[CH:29][CH:28]=[CH:27][CH:26]=1)=[O:15])=[O:7])([CH3:4])([CH3:2])[CH3:3] |f:1.2.3|. Reported procedure: To a solution of 6-(tert-butoxycarbonylamino)hexanoic acid (1 eq) in acetone (0.2 M) was added potassium carbonate (2 eq) and (bromomethyl)benzene (2 eq) in acetone (2 M). The reaction mixture was stirred at room temperature for 1 hour. Additional amount of DMF was then added to the reaction mixture to facilitate the dissolution of potassium carbonate. The reaction mixture was stirred at room temperature for another 30 minutes. The mixture was then diluted with ethyl acetate, and washed with 5% ...